From a dataset of the Open Reaction Database (ORD), a public repository of structured organic reaction records. describe an organic reaction: reactants, conditions, products, and yield Starting materials: C(C1=CC=CC=C1)OC1=C(C=C(C=C1)C=1OC=C(N1)CN1CCCCC1)F (1-({2-[4-(benzyloxy)-3-fluorophenyl]-1,3-oxazol-4-yl}methyl)piperidine). The solvent is C(C)O (ethanol). Yields the product FC1=C(C=CC(=C1)C=1OC=C(N1)CN1CCCCC1)O (2-fluoro-4-(4-piperidin-1-ylmethyl-oxazol-2-yl)-phenol). Reaction SMILES: C([O:8][C:9]1[CH:14]=[CH:13][C:12]([C:15]2[O:16][CH:17]=[C:18]([CH2:20][N:21]3[CH2:26][CH2:25][CH2:24][CH2:23][CH2:22]3)[N:19]=2)=[CH:11][C:10]=1[F:27])C1C=CC=CC=1>C(O)C>[F:27][C:10]1[CH:11]=[C:12]([C:15]2[O:16][CH:17]=[C:18]([CH2:20][N:21]3[CH2:22][CH2:23][CH2:24][CH2:25][CH2:26]3)[N:19]=2)[CH:13]=[CH:14][C:9]=1[OH:8]. Procedure: 2-fluoro-4-(4-piperidin-1-ylmethyl-oxazol-2-yl)-phenol i68 is synthesized according to the following method: a solution of 1-({2-[4-(benzyloxy)-3-fluorophenyl]-1,3-oxazol-4-yl}methyl)piperidine i63 (0.34 g, 0.94 mmol, 1 eq) in ethanol is placed under hydrogen atmosphere (20 psi) at 30° C. for 6 hours. The mixture is filtered over cellite and concentrated under vacuo to give 0.22 g of 2-fluoro-4-(4-piperidin-1-ylmethyl-oxazol-2-yl)-phenol i68 as a brown solid. This crude product is used in the ne... Starting materials: C(C1=CC=CC=C1)N(CCCCCCCOCCCC=1C=C(C=CC1)S(=O)(=O)N)C[C@@H](C1=CC(=C(C=C1)O)CO)O (3-(3-{[7-(Benzyl{(2R)-2-hydroxy-2-[4-hydroxy-3-(hydroxymethyl)phenyl]ethyl}amino)heptyl]oxy}propyl)benzenesulfonamide). The reagents and catalysts are [Pd] (Pd/C). Run in CO (methanol). The product is O[C@@H](CNCCCCCCCOCCCC=1C=C(C=CC1)S(=O)(=O)N)C1=CC(=C(C=C1)O)CO (3-(3-{[7-({(2R)-2-Hydroxy-2-[4-hydroxy-3-(hydroxymethyl)phenyl]ethyl}amino)heptyl]oxy}propyl)benzenesulfonamide). The yield is 87.3%. RXN SMILES: C([N:8]([CH2:30][C@H:31]([OH:41])[C:32]1[CH:37]=[CH:36][C:35]([OH:38])=[C:34]([CH2:39][OH:40])[CH:33]=1)[CH2:9][CH2:10][CH2:11][CH2:12][CH2:13][CH2:14][CH2:15][O:16][CH2:17][CH2:18][CH2:19][C:20]1[CH:21]=[C:22]([S:26]([NH2:29])(=[O:28])=[O:27])[CH:23]=[CH:24][CH:25]=1)C1C=CC=CC=1>CO.[Pd]>[OH:41][C@H:31]([C:32]1[CH:37]=[CH:36][C:35]([OH:38])=[C:34]([CH2:39][OH:40])[CH:33]=1)[CH2:30][NH:8][CH2:9][CH2:10][CH2:11][CH2:12][CH2:13][CH2:14][CH2:15][O:16][CH2:17][CH2:18][CH2:19][C:20]1[CH:21]=[C:22]([S:26]([NH2:29])(=[O:28])=[O:27])[CH:23]=[CH:24][CH:25]=1. Procedure details: 3-(3-{[7-(Benzyl{(2R)-2-hydroxy-2-[4-hydroxy-3-(hydroxymethyl)phenyl]ethyl}amino)heptyl]oxy}propyl)benzenesulfonamide (87.2 g) in methanol (800 ml) was hydrogenated over 5% Pd/C catalyst (28 g, 50% wet) at atmospheric pressure and ambient temperature. The catalyst was removed by filtration through a Hyflo pad and the filtrate concentrated in vacuo to give the title compound (64.4 g)—LC RT=3.46 min. Starting materials: BrC(Br)(Br)Br, ClCCl, CC(C)(C)OC(=O)N1CCC(CCc2ccc(C(=O)NCCO)cc2)CC1, c1ccc(P(c2ccccc2)c2ccccc2)cc1, Cc1cccc(C)n1. The product is CC(C)(C)OC(=O)N1CCC(CCc2ccc(C(=O)N3CC3)cc2)CC1. As a reaction SMILES: [C:28]([Br:29])([Br:30])([Br:31])[Br:32].[Cl:60][CH2:61][Cl:62].[OH:1][CH2:2][CH2:3][NH:4][C:5](=[O:6])[c:7]1[cH:8][cH:9][c:10]([CH2:13][CH2:14][CH:15]2[CH2:16][CH2:17][N:18]([C:21](=[O:22])[O:23][C:24]([CH3:25])([CH3:26])[CH3:27])[CH2:19][CH2:20]2)[cH:11][cH:12]1.[c:41]1([P:42]([c:43]2[cH:44][cH:45][cH:46][cH:47][cH:48]2)[c:49]2[cH:50][cH:51][cH:52][cH:53][cH:54]2)[cH:55][cH:56][cH:57][cH:58][cH:59]1.[n:33]1[c:34]([CH3:35])[cH:36][cH:37][cH:38][c:39]1[CH3:40]>>[CH2:2]1[CH2:3][N:4]1[C:5](=[O:6])[c:7]1[cH:8][cH:9][c:10]([CH2:13][CH2:14][CH:15]2[CH2:16][CH2:17][N:18]([C:21](=[O:22])[O:23][C:24]([CH3:25])([CH3:26])[CH3:27])[CH2:19][CH2:20]2)[cH:11][cH:12]1.